This data is from the Open Reaction Database (ORD), a public repository of structured organic reaction records. The task is: describe an organic reaction: reactants, conditions, products, and yield The product is COCCSc1ccc(C(=O)O)cc1. Starting materials: CI, [H-], [Na+], CN(C)C=O, O=C(O)c1ccc(SCCO)cc1. RXN SMILES: [CH3:16][I:17].[H-:14].[Na+:15].[O:18]=[CH:19][N:20]([CH3:21])[CH3:22].[OH:1][CH2:2][CH2:3][S:4][c:5]1[cH:6][cH:7][c:8]([C:9](=[O:10])[OH:11])[cH:12][cH:13]1>>[O:1]([CH2:2][CH2:3][S:4][c:5]1[cH:6][cH:7][c:8]([C:9](=[O:10])[OH:11])[cH:12][cH:13]1)[CH3:16]. Starting materials: NC1=C(C(=O)NC2=NN(C=N2)C2=CC(=CC=C2)C(F)(F)F)C=C(C=C1)N1CCCCC1 (2-amino-5-(piperidin-1-yl)-N-(1-(3-(trifluoromethyl)phenyl)-1H-1,2,4-triazol-3-yl)benzamide), N1=CC=CC=C1 (pyridine), CN(C(=O)C=1C=C(C(=O)Cl)C=CC1)CCN1CCOCC1 (3-(methyl(2-morpholinoethyl)carbamoyl)benzoyl chloride). The solvent is ClCCl (dichloromethane), ClCCl (dichloromethane), ClCCl (dichloromethane). Conditions: temperature 2.5 celsius. Product: CN(C(C1=CC(C(=O)NC2=C(C=C(C=C2)N2CCCCC2)C(NC2=NN(C=N2)C2=CC(=CC=C2)C(F)(F)F)=O)=CC=C1)=O)CCN1CCOCC1 (N1-methyl-N1-(2-morpholinoethyl)-N3-(4-(piperidin-1-yl)-2-((1-(3-(trifluoromethyl)phenyl)-1H-1,2,4-triazol-3-yl)carbamoyl)phenyl)isophthalamide). The yield is 14.9%. As a reaction SMILES: [NH2:1][C:2]1[CH:25]=[CH:24][C:23]([N:26]2[CH2:31][CH2:30][CH2:29][CH2:28][CH2:27]2)=[CH:22][C:3]=1[C:4]([NH:6][C:7]1[N:11]=[CH:10][N:9]([C:12]2[CH:17]=[CH:16][CH:15]=[C:14]([C:18]([F:21])([F:20])[F:19])[CH:13]=2)[N:8]=1)=[O:5].N1C=CC=CC=1.[CH3:38][N:39]([CH2:51][CH2:52][N:53]1[CH2:58][CH2:57][O:56][CH2:55][CH2:54]1)[C:40]([C:42]1[CH:43]=[C:44]([CH:48]=[CH:49][CH:50]=1)[C:45](Cl)=[O:46])=[O:41]>ClCCl>[CH3:38][N:39]([CH2:51][CH2:52][N:53]1[CH2:58][CH2:57][O:56][CH2:55][CH2:54]1)[C:40](=[O:41])[C:42]1[CH:50]=[CH:49][CH:48]=[C:44]([C:45]([NH:1][C:2]2[CH:25]=[CH:24][C:23]([N:26]3[CH2:31][CH2:30][CH2:29][CH2:28][CH2:27]3)=[CH:22][C:3]=2[C:4](=[O:5])[NH:6][C:7]2[N:11]=[CH:10][N:9]([C:12]3[CH:17]=[CH:16][CH:15]=[C:14]([C:18]([F:21])([F:19])[F:20])[CH:13]=3)[N:8]=2)=[O:46])[CH:43]=1. Procedure: Into a 100-mL round bottom flask, was placed a solution of 2-amino-5-(piperidin-1-yl)-N-(1-(3-(trifluoromethyl)phenyl)-1H-1,2,4-triazol-3-yl)benzamide (150 mg, 0.35 mmol, 1.00 equiv) in dichloromethane (20 mL), and pyridine (83 mg, 1.05 mmol, 3.01 equiv). This was followed by dropwise addition of a solution of 3-(methyl(2-morpholinoethyl)carbamoyl)benzoyl chloride (130 mg, 0.42 mmol, 1.20 equiv) in dichloromethane (10 mL) with stirring at 0-5° C. The resulting solution was stirred for 3 h at roo... The reactants are Cl.COC1=CC=C(C=C1)CC(=N)N (2-(4-Methoxyphenyl)ethanamidine hydrochloride), O.NN (hydrazine hydrate), C(C)(=O)NC(C(C(=O)OCC)=O)C (Ethyl 3-(acetylamino)-2-oxobutanoate). Product: COC1=CC=C(CC2=NN=C(C(N2)=O)C(C)NC(C)=O)C=C1 (N-{1-[3-(4-methoxybenzyl)-5-oxo-4,5-dihydro-1,2,4-triazin-6-yl]ethyl}acetamide). As a reaction SMILES: Cl.[CH3:2][O:3][C:4]1[CH:9]=[CH:8][C:7]([CH2:10][C:11]([NH2:13])=[NH:12])=[CH:6][CH:5]=1.O.[NH2:15]N.[C:17]([NH:20][CH:21]([CH3:29])[C:22](=O)[C:23](OCC)=[O:24])(=[O:19])[CH3:18]>>[CH3:2][O:3][C:4]1[CH:5]=[CH:6][C:7]([CH2:10][C:11]2[NH:13][C:23](=[O:24])[C:22]([CH:21]([NH:20][C:17](=[O:19])[CH3:18])[CH3:29])=[N:15][N:12]=2)=[CH:8][CH:9]=1 |f:0.1,2.3|. Procedure details: Analogously to Example 7A, 5.1 g (25.4 mmol) of 2-(4-methoxyphenyl)ethanamidine hydrochloride (Example 4A) are reacted with 1.53 g (30.5 mmol) of hydrazine hydrate and 7.14 g (38.1 mol) of ethyl 3-(acetylamino)-2-oxobutanoate (Example 6A) to give N-{1-[3-(4-methoxybenzyl)-5-oxo-4,5-dihydro-1,2,4-triazin-6-yl]ethyl}acetamide. The solvent is O1CCOCC1 (dioxane). The yield is 75.2%. Reagents/catalysts: CN(C)C=1C=CN=CC1 (DMAP). The product is C(C)OC(=O)C1CCN(CC1)C1=NC=C(C=C1)C(NC1=CC(=C(C=C1)C)I)=O (5′-(3-Iodo-4-methyl-phenylcarbamoyl)-3,4,5,6-tetrahydro-2H-[1,2′]bipyridinyl-4-carboxylic acid ethyl ester). RXN SMILES: Cl[C:2]1[CH:18]=[CH:17][C:5]([C:6]([NH:8][C:9]2[CH:14]=[CH:13][C:12]([CH3:15])=[C:11]([I:16])[CH:10]=2)=[O:7])=[CH:4][N:3]=1.[NH:19]1[CH2:29][CH2:28][CH:22]([C:23]([O:25][CH2:26][CH3:27])=[O:24])[CH2:21][CH2:20]1.C(N(C(C)C)CC)(C)C>CN(C1C=CN=CC=1)C.O1CCOCC1>[CH2:26]([O:25][C:23]([CH:22]1[CH2:28][CH2:29][N:19]([C:2]2[CH:18]=[CH:17][C:5]([C:6](=[O:7])[NH:8][C:9]3[CH:14]=[CH:13][C:12]([CH3:15])=[C:11]([I:16])[CH:10]=3)=[CH:4][N:3]=2)[CH2:20][CH2:21]1)=[O:24])[CH3:27]. Reported procedure: A solution of 6-chloro-N-(3-iodo-4-methyl-phenyl)-nicotinamide (360 mg, 0.97 mmol), ethyl isonipecotate (460 mg, 2.91 mmol), diisopropylethyl amine (0.51 mL, 2.91 mmol) and a catalytic amount of DMAP in dioxane (15 mL) was heated at 120° C. in a sealed tube until consumption of the limiting reagent, as judged by TLC. The reaction mixture was then cooled and partitioned between EtOAc and water. The organic layer was then dried over Na2SO4, filtered and concentrated. The residue was purified with ... Starting materials: ClC1=NC=C(C(=O)NC2=CC(=C(C=C2)C)I)C=C1 (6-chloro-N-(3-iodo-4-methyl-phenyl)-nicotinamide), N1CCC(C(=O)OCC)CC1 (ethyl isonipecotate), C(C)(C)N(CC)C(C)C (diisopropylethyl amine).